This data is from the Open Reaction Database (ORD), a public repository of structured organic reaction records. The task is: describe an organic reaction: reactants, conditions, products, and yield Procedure: Treatment of ethyl 5-bromo-7-ethyl-4-oxo-1,4-dihydroquinoline-2-carboxylate (0.59 g) with sodium hydroxide (0.247 g). as described in Example 1a, gave 5-bromo-7-ethyl-4-oxo-1,4-dihydroquinoline-2-carboxylic acid (0.378 g), mp 276° C. (dec.) δ (360 MHz, DMSO-d6) 1.21 (3H, t, CH3), 2.66 (2H, q, CH2), 6.54 (1H, s, 3-H), 7.79 (1H, d, 8-H) and 11.75 (1H, bs, NH), (Found: C, 46.17; H, 3.76; N, 4.48%, C12H10BrNO3. 0.9H2O requires C, 46.14; H, 3.80; N, 4.48%). The product is BrC1=C2C(C=C(NC2=CC(=C1)CC)C(=O)O)=O (5-bromo-7-ethyl-4-oxo-1,4-dihydroquinoline-2-carboxylic acid). RXN SMILES: [Br:1][C:2]1[CH:11]=[C:10]([CH2:12][CH3:13])[CH:9]=[C:8]2[C:3]=1[C:4](=[O:19])[CH:5]=[C:6]([C:14]([O:16]CC)=[O:15])[NH:7]2.[OH-].[Na+]>>[Br:1][C:2]1[CH:11]=[C:10]([CH2:12][CH3:13])[CH:9]=[C:8]2[C:3]=1[C:4](=[O:19])[CH:5]=[C:6]([C:14]([OH:16])=[O:15])[NH:7]2 |f:1.2|. Isolated yield 70.1%. The reactants are BrC1=C2C(C=C(NC2=CC(=C1)CC)C(=O)OCC)=O (ethyl 5-bromo-7-ethyl-4-oxo-1,4-dihydroquinoline-2-carboxylate), [OH-].[Na+] (sodium hydroxide). Reactants: CN1C(=C(C2=CC(=CC=C12)O)C1=CC=C(C=C1)C)C (1,2-dimethyl-3-(4-methyl-phenyl)-1H-indole-5-ol), C(C)OC(C(C)(C)Br)=O (2-bromo-2-methyl-propanoic acid ethylester). The product is C(C)OC(C(C)(OC=1C=C2C(=C(N(C2=CC1)C)C)C1=CC=C(C=C1)C)C)=O (2-Methyl-2-[1,2-dimethyl-3-(4-methyl-phenyl)-1H-indole-5-yloxy]-propanoic acid ethylester). As a reaction SMILES: [CH3:1][N:2]1[C:10]2[C:5](=[CH:6][C:7]([OH:11])=[CH:8][CH:9]=2)[C:4]([C:12]2[CH:17]=[CH:16][C:15]([CH3:18])=[CH:14][CH:13]=2)=[C:3]1[CH3:19].[CH2:20]([O:22][C:23](=[O:28])[C:24](Br)([CH3:26])[CH3:25])[CH3:21]>>[CH2:20]([O:22][C:23](=[O:28])[C:24]([CH3:26])([O:11][C:7]1[CH:6]=[C:5]2[C:10](=[CH:9][CH:8]=1)[N:2]([CH3:1])[C:3]([CH3:19])=[C:4]2[C:12]1[CH:17]=[CH:16][C:15]([CH3:18])=[CH:14][CH:13]=1)[CH3:25])[CH3:21]. Reported procedure: The above compound was prepared from 1,2-dimethyl-3-(4-methyl-phenyl)-1H-indole-5-ol and 2-bromo-2-methyl-propanoic acid ethylester using a procedure analogous to that of Example 10. Reactants: O (water), N1CCCCC1 (piperidine), N1=C(C=CC=C1)CC#N (2-pyridyl acetonitrile), C(C(C)C)=O (isobutyraldehyde). Solvent: C1=CC=CC=C1 (benzene), C(C)(=O)O (acetic acid). Yields the product CC(C=C(C#N)C1=NC=CC=C1)C (4-methyl 2-(2-pyridyl) 2-pentene nitrile). RXN SMILES: O.[N:2]1[CH:7]=[CH:6][CH:5]=[CH:4][C:3]=1[CH2:8][C:9]#[N:10].[CH:11](=O)[CH:12]([CH3:14])[CH3:13].N1CCCCC1>C1C=CC=CC=1.C(O)(=O)C>[CH3:11][CH:12]([CH3:14])[CH:13]=[C:8]([C:3]1[CH:4]=[CH:5][CH:6]=[CH:7][N:2]=1)[C:9]#[N:10]. Reported procedure: In a flask equipped with a water separator are placed 7 g of 2-pyridyl acetonitrile, 12.8 g of isobutyraldehyde, 0.9 ml of acetic acid, 0.18 ml of piperidine and 250 ml of dry benzene. The mixture is heated under reflux for 3 hours. After cooling, the reaction mixture is washed with water, the organic phase is dried over sodium sulfate then the solvent is evaporated to dryness.